From a dataset of the Open Reaction Database (ORD), a public repository of structured organic reaction records. describe an organic reaction: reactants, conditions, products, and yield Starting materials: Palladium tetrakis triphenylphospine, C1(=CC=CC=C1)B(O)O (phenyl boronic acid), C(#N)C1=C(C=CC(=C1)Br)NS(=O)(=O)N (N-(2-cyano-4-bromophenyl)sulfamide), C([O-])([O-])=O.[K+].[K+] (potassium carbonate). The solvent is COCCOC.O (DME Water), O (water). Conditions: time 5 minute. The product is C(#N)C1=C(C=CC(=C1)C1=CC=CC=C1)NS(=O)(=O)N (N-(2-Cyano-4-phenylphenyl)sulfamide). RXN SMILES: [C:1]1(B(O)O)[CH:6]=[CH:5][CH:4]=[CH:3][CH:2]=1.[C:10]([C:12]1[CH:17]=[C:16](Br)[CH:15]=[CH:14][C:13]=1[NH:19][S:20]([NH2:23])(=[O:22])=[O:21])#[N:11].C(=O)([O-])[O-].[K+].[K+]>COCCOC.O.O>[C:10]([C:12]1[CH:17]=[C:16]([C:1]2[CH:6]=[CH:5][CH:4]=[CH:3][CH:2]=2)[CH:15]=[CH:14][C:13]=1[NH:19][S:20]([NH2:23])(=[O:22])=[O:21])#[N:11] |f:2.3.4,5.6|. Procedure details: In a 2 mL microwave vial, phenyl boronic acid (75 mg, 0.6 mmol), N-(2-cyano-4-bromophenyl)sulfamide (Example 83b) (137 mg, 0.5 mmol), and potassium carbonate (400 mg, 1.5 mmol) were dissolved in DME/Water mixture (1.5 mL, DME/Water 4:1). The solution was degassed by bubbling N2 gas into the reaction solution for 5 minutes and Palladium tetrakis triphenylphospine (25 mg, 0.025 mmol) was added. The reaction was placed in a microwave reactor for 5 minutes at 150° C. The crude reaction was dissolved... The reactants are NC1=C(C(=NO1)C)Br (5-amino-4-bromo-3-methylisoxazole), COC=1C=C(C=CC1OC)S(=O)(=O)Cl (3,4-dimethoxybenzenesulfonyl chloride). Product: COC=1C=C(C=CC1OC)S(=O)(=O)NC1=C(C(=NO1)C)Br (3,4-Dimethoxy-N-(4-bromo-3-methyl-5-isoxazolyl)benzenesulfonamide). Yield: 64.0%. RXN SMILES: [NH2:1][C:2]1[O:6][N:5]=[C:4]([CH3:7])[C:3]=1[Br:8].[CH3:9][O:10][C:11]1[CH:12]=[C:13]([S:19](Cl)(=[O:21])=[O:20])[CH:14]=[CH:15][C:16]=1[O:17][CH3:18]>>[CH3:9][O:10][C:11]1[CH:12]=[C:13]([S:19]([NH:1][C:2]2[O:6][N:5]=[C:4]([CH3:7])[C:3]=2[Br:8])(=[O:20])=[O:21])[CH:14]=[CH:15][C:16]=1[O:17][CH3:18]. Procedure: 3,4-Dimethoxy-N-(4-bromo-3-methyl-5-isoxazolyl)benzenesulfonamide was prepared from 5-amino-4-bromo-3-methylisoxazole and 3,4-dimethoxybenzenesulfonyl chloride according to the procedures described in Example 30. The crude product was purified by recrystallization from ethyl acetate/hexanes to give a crystalline solid, m.p. 136-138° C., yield 64%. Reactants: C(CCC)[SnH](CCCC)CCCC.[Li] (lithium tri-n-butylstannane), BrC(=C)C(F)(F)F (2-bromotrifluoropropene), solution, [Li+].CC(C)[N-]C(C)C (LDA), C(CCC)[SnH](CCCC)CCCC (tri-n-butylstannane). Reagents/catalysts: [Cu]I (copper(I)iodide), [Cu]I (copper(I)iodide). Solvent: O1CCCC1 (tetrahydrofuran), O1CCCC1 (tetrahydrofuran), O1CCCC1 (tetrahydrofuran). Conditions: temperature -10 celsius, time 20 minute. Yields the product C(CCC)[Sn](C(=C)C(F)(F)F)(CCCC)CCCC (Tributyl[1-(trifluoromethyl)ethenyl]stannane). Isolated yield 74.8%. As a reaction SMILES: [Li+].CC([N-]C(C)C)C.[CH2:9]([SnH:13]([CH2:18][CH2:19][CH2:20][CH3:21])[CH2:14][CH2:15][CH2:16][CH3:17])[CH2:10][CH2:11][CH3:12].C([SnH](CCCC)CCCC)CCC.[Li].Br[C:37]([C:39]([F:42])([F:41])[F:40])=[CH2:38]>O1CCCC1.[Cu]I>[CH2:18]([Sn:13]([CH2:9][CH2:10][CH2:11][CH3:12])([CH2:14][CH2:15][CH2:16][CH3:17])[C:37]([C:39]([F:42])([F:41])[F:40])=[CH2:38])[CH2:19][CH2:20][CH3:21] |f:0.1,3.4,^1:34|. Reported procedure: A 2M solution of LDA in tetrahydrofuran (7.5 ml, 15 mmole) was added to tetrahydrofuran (5 ml) at −5° C. To this solution was added tri-n-butylstannane (4.36 g, 15 mmole) dropwise and the mixture was left to stir for 20 min. In a second flask, copper(I)iodide (1.43 g, 7.5 mmoles) was suspended in tetrahydrofuran (5 ml). The flask was cooled to −10° C. and the lithium tri-n-butylstannane solution was then transferred dropwise via a syringe to the copper(I)iodide suspension. The mixture was stirre... Starting materials: COC(C1=C(C=C(C=C1)C(=O)N[C@H](C)C1=CC=CC2=CC=CC=C12)Cl)=O ((R)-2-chloro-4-[[1-(naphthalen-1-yl)ethylamino]carbonyl]benzoic acid methyl ester), O.[OH-].[Li+] (lithium hydroxide monohydrate). The solvent is O1CCCC1.CO.O (tetrahydrofuran methanol water). Conditions: time 4 hour. Yields the product ClC1=C(C(=O)O)C=CC(=C1)C(=O)N[C@H](C)C1=CC=CC2=CC=CC=C12 ((R)-2-chloro-4-[[1-(naphthalen-1-yl)ethylamino]carbonyl]benzoic acid). The yield is 80.5%. Reaction SMILES: C[O:2][C:3](=[O:26])[C:4]1[CH:9]=[CH:8][C:7]([C:10]([NH:12][C@@H:13]([C:15]2[C:24]3[C:19](=[CH:20][CH:21]=[CH:22][CH:23]=3)[CH:18]=[CH:17][CH:16]=2)[CH3:14])=[O:11])=[CH:6][C:5]=1[Cl:25].O.[OH-].[Li+]>O1CCCC1.CO.O>[Cl:25][C:5]1[CH:6]=[C:7]([C:10]([NH:12][C@@H:13]([C:15]2[C:24]3[C:19](=[CH:20][CH:21]=[CH:22][CH:23]=3)[CH:18]=[CH:17][CH:16]=2)[CH3:14])=[O:11])[CH:8]=[CH:9][C:4]=1[C:3]([OH:26])=[O:2] |f:1.2.3,4.5.6|. Reported procedure: To a solution of (R)-2-chloro-4-[[1-(naphthalen-1-yl)ethylamino]carbonyl]benzoic acid methyl ester (Example 82; 3.00 g, ˜8.5 mmol) in tetrahydrofuran/methanol/water (3:1:1; 20 mL) was added lithium hydroxide monohydrate (1.43 g, 34 mmol). The mixture was allowed to stir at room temperature for 4 h and then concentrated in vacuo to remove tetrahydrofuran and methanol. The concentrate was diluted with water and extracted with three portions of ethyl acetate. The organic extracts were discarded and... The reactants are O=C([O-])[O-], ClCc1ccc2ccccc2n1, [Cs+], [Cs+], CN(C)C=O, O, Oc1ccc(-c2nncn2-c2ccncc2)cc1. Yields the product c1ccc2nc(COc3ccc(-c4nncn4-c4ccncc4)cc3)ccc2c1. Reaction SMILES: [C:19](=[O:20])([O-:21])[O-:22].[Cl:25][CH2:26][c:27]1[n:28][c:29]2[cH:30][cH:31][cH:32][cH:33][c:34]2[cH:35][cH:36]1.[Cs+:23].[Cs+:24].[O:38]=[CH:39][N:40]([CH3:41])[CH3:42].[OH2:37].[n:1]1[cH:2][cH:3][c:4](-[n:7]2[c:8](-[c:12]3[cH:13][cH:14][c:15]([OH:18])[cH:16][cH:17]3)[n:9][n:10][cH:11]2)[cH:5][cH:6]1>>[n:1]1[cH:2][cH:3][c:4](-[n:7]2[c:8](-[c:12]3[cH:13][cH:14][c:15]([O:18][CH2:26][c:27]4[n:28][c:29]5[cH:30][cH:31][cH:32][cH:33][c:34]5[cH:35][cH:36]4)[cH:16][cH:17]3)[n:9][n:10][cH:11]2)[cH:5][cH:6]1. Reactants: C(C)(C)(C)N=C=O (t-butyl isocyanate), NC(C#N)C (2-aminopropionitrile). The solvent is O1CCCC1 (tetrahydrofuran). Product: C(#N)C(C)NC(=O)NC(C)(C)C (N-(1-cyanoethyl)-N'-(1,1-dimethylethyl)urea). Reaction SMILES: [NH2:1][CH:2]([CH3:5])[C:3]#[N:4].[C:6]([N:10]=[C:11]=[O:12])([CH3:9])([CH3:8])[CH3:7]>O1CCCC1>[C:3]([CH:2]([NH:1][C:11]([NH:10][C:6]([CH3:9])([CH3:8])[CH3:7])=[O:12])[CH3:5])#[N:4]. Procedure: To a stirring solution of 21.1 g (0.3 mole) 2-aminopropionitrile in 300 ml. dry tetrahydrofuran under a nitrogen atmosphere, there is added 30.7 g (0.3 mole) t-butyl isocyanate (97%). The resulting mixture is heated at reflux for five hours. At the end of this period, the tetrahydrofuran is removed at reduced pressure. The solid is recrystallized from methanol:water, 60:40, to give N-(1-cyanoethyl)-N'-(1,1-dimethylethyl)urea, m.p. 161°-3°.